Task: describe an organic reaction: reactants, conditions, products, and yield. Dataset: the Open Reaction Database (ORD), a public repository of structured organic reaction records The reactants are [Al+3], COc1ccc(C(=O)Cl)cc1, ClCCl, COc1cccc(OC)c1, [Cl-], [Cl-], [Cl-], Cl. The product is COc1ccc(C(=O)c2ccc(OC)cc2OC)cc1. RXN SMILES: [Al+3:23].[C:11]([c:12]1[cH:13][cH:14][c:15]([O:18][CH3:19])[cH:16][cH:17]1)(=[O:20])[Cl:21].[CH2:27]([Cl:28])[Cl:29].[CH3:1][O:2][c:3]1[cH:4][c:5]([O:9][CH3:10])[cH:6][cH:7][cH:8]1.[Cl-:22].[Cl-:24].[Cl-:25].[ClH:26]>>[CH3:1][O:2][c:3]1[cH:4][c:5]([O:9][CH3:10])[cH:6][cH:7][c:8]1[C:11]([c:12]1[cH:13][cH:14][c:15]([O:18][CH3:19])[cH:16][cH:17]1)=[O:20]. The reactants are CN(C)C(=O)C(Cl)(c1ccccc1)c1ccccc1, CC#N, c1c[nH]cn1. The product is CN(C)C(=O)C(c1ccccc1)(c1ccccc1)c1ncc[nH]1. Reaction SMILES: [CH3:1][N:2]([C:3]([C:4]([Cl:5])([c:6]1[cH:7][cH:8][cH:9][cH:10][cH:11]1)[c:12]1[cH:13][cH:14][cH:15][cH:16][cH:17]1)=[O:18])[CH3:19].[CH3:25][C:26]#[N:27].[nH:20]1[cH:21][n:22][cH:23][cH:24]1>>[CH3:1][N:2]([C:3]([C:4]([c:6]1[cH:7][cH:8][cH:9][cH:10][cH:11]1)([c:12]1[cH:13][cH:14][cH:15][cH:16][cH:17]1)[c:21]1[nH:20][cH:24][cH:23][n:22]1)=[O:18])[CH3:19]. The reactants are CC(=O)CCl, Cc1cc(C)cc(CCl)c1, Cl, [Mg], C1CCOC1. The product is Cc1cc(C)cc(CC(C)(O)CCl)c1. Reaction SMILES: [CH3:12][C:13](=[O:14])[CH2:15][Cl:16].[CH3:2][c:3]1[cH:4][c:5]([CH2:6][Cl:7])[cH:8][c:9]([CH3:11])[cH:10]1.[ClH:17].[Mg:1].[O:18]1[CH2:19][CH2:20][CH2:21][CH2:22]1>>[CH3:2][c:3]1[cH:4][c:5]([CH2:6][C:13]([CH3:12])([OH:14])[CH2:15][Cl:16])[cH:8][c:9]([CH3:11])[cH:10]1. Reactants: C1(=CN2CCCC3=CC=CC1=C23)C(C(=O)OC)=O (methyl 5,6-dihydro-4H-pyrrolo[3,2,1-ij]quinolin-1-yl-oxoacetate), N1C=C(C2=CC=CC=C12)CC(=O)N (indole-3-acetamide), N1C=C(C2=CC=CC=C12)CC(=O)N (indole-3-acetamide), C1(=CN2CCCC3=CC=CC1=C23)C(C(=O)OC)=O (methyl 5,6-dihydro-4H-pyrrolo[3,2,1-ij]quinolin-1-yl-oxoacetate). Product: C1(=CN2CCCC3=CC=CC1=C23)C=2C(NC(C2C2=CNC3=CC=CC=C23)=O)=O (3-(5,6-dihydro-4H-pyrrolo[3,2,1-ij]quinolin-1-yl)-4-(1H-indol-3-yl)-1H-pyrrole-2,5-dione). RXN SMILES: [C:1]1([C:13](=O)[C:14](OC)=[O:15])[C:11]2=[C:12]3[C:7](=[CH:8][CH:9]=[CH:10]2)[CH2:6][CH2:5][CH2:4][N:3]3[CH:2]=1.[NH:19]1[C:27]2[C:22](=[CH:23][CH:24]=[CH:25][CH:26]=2)[C:21]([CH2:28][C:29]([NH2:31])=[O:30])=[CH:20]1>>[C:1]1([C:13]2[C:14](=[O:15])[NH:31][C:29](=[O:30])[C:28]=2[C:21]2[C:22]3[C:27](=[CH:26][CH:25]=[CH:24][CH:23]=3)[NH:19][CH:20]=2)[C:11]2=[C:12]3[C:7](=[CH:8][CH:9]=[CH:10]2)[CH2:6][CH2:5][CH2:4][N:3]3[CH:2]=1. Reported procedure: In one embodiment, the method of the present invention comprises a step of dissolving methyl 5,6-dihydro-4H-pyrrolo[3,2,1-ij]quinolin-1-yl-oxoacetate and indole-3-acetamide in an organic solvent and adding the obtained solution to a base, and reacting methyl 5,6-dihydro-4H-pyrrolo[3,2,1-ij]quinolin-1-yl-oxoacetate and indole-3-acetamide to form highly pure 3-(5,6-dihydro-4H-pyrrolo[3,2,1-ij]quinolin-1-yl)-4-(1H-indol-3-yl)-1H-pyrrole-2,5-dione. In one embodiment, the base is dissolved or suspend... The reactants are O=C(CI)Nc1ncc(Br)nc1Br, CO, CC#N, CCOC(C)=O, CCN(C(C)C)C(C)C, NCCN1CCOCC1. The product is O=C1CN(CCN2CCOCC2)c2nc(Br)cnc2N1. RXN SMILES: [Br:1][c:2]1[c:3]([NH:9][C:10]([CH2:11][I:12])=[O:13])[n:4][cH:5][c:6]([Br:8])[n:7]1.[CH3:32][OH:33].[CH3:34][C:35]#[N:36].[CH3:37][CH2:38][O:39][C:40](=[O:41])[CH3:42].[CH:14]([N:15]([CH:16]([CH3:17])[CH3:18])[CH2:19][CH3:20])([CH3:21])[CH3:22].[O:23]1[CH2:24][CH2:25][N:26]([CH2:29][CH2:30][NH2:31])[CH2:27][CH2:28]1>>[c:2]12[c:3]([n:4][cH:5][c:6]([Br:8])[n:7]1)[NH:9][C:10](=[O:13])[CH2:11][N:31]2[CH2:30][CH2:29][N:26]1[CH2:25][CH2:24][O:23][CH2:28][CH2:27]1. The reactants are C([C@@H](O)[C@@H](O)[C@H](O)[C@H](O)CO)O (D-mannitol), OC[C@H](O)[C@@H](O)[C@H](O)[C@H](O)CO (D-sorbitol). Yields the product OC[C@H](O)[C@@H](O)[C@H](O)[C@H](O)CO (D-sorbitol), OCC(=O)[C@@H](O)[C@H](O)[C@@H](O)CO (L-sorbose), C([C@@H](O)[C@@H](O)[C@H](O)[C@H](O)CO)O (D-mannitol). RXN SMILES: [OH:1][CH2:2][C@@H:3]([C@H:5]([C@@H:7]([C@@H:9]([CH2:11][OH:12])[OH:10])[OH:8])[OH:6])[OH:4].[CH2:13]([OH:24])[C@H:14]([C@H:16]([C@@H:18]([C@@H:20]([CH2:22][OH:23])[OH:21])[OH:19])[OH:17])[OH:15]>>[OH:12][CH2:11][C@@H:9]([C@H:7]([C@@H:5]([C@@H:3]([CH2:2][OH:1])[OH:4])[OH:6])[OH:8])[OH:10].[OH:24][CH2:13][C:14]([C@H:16]([C@@H:18]([C@H:20]([CH2:22][OH:23])[OH:21])[OH:19])[OH:17])=[O:15].[CH2:11]([OH:12])[C@H:9]([C@H:7]([C@@H:5]([C@@H:3]([CH2:2][OH:1])[OH:4])[OH:6])[OH:8])[OH:10]. Procedure: Th aerobic fermenting bacteria include: Gluconobacter oxydans (subsp. suboxydans). The amount of suboxydans used is generally related to the amount of the D-sorbitol or D-mannitol fed. This latter amount ranges from about 20 g to about 80 g./hr./g. of catalyst. D-sorbitol yields L-sorbose and D-mannitol yields D-fructose. The solvent is CCOCC (ether). RXN SMILES: C[Mg]Br.[CH:4]1[C:16]2[NH:15][C:14]3[C:9](=[CH:10][CH:11]=[CH:12][CH:13]=3)[C:8]=2[CH:7]=[CH:6][CH:5]=1.[Cl-].[Cl-].[Cl-].[Cl-].[Zr+4:21]>CCOCC>[C:13]1([Zr:21][C:13]2[C:14]3[NH:15][C:16]4[C:8](=[CH:7][CH:6]=[CH:5][CH:4]=4)[C:9]=3[CH:10]=[CH:11][CH:12]=2)[C:14]2[NH:15][C:16]3[C:8](=[CH:7][CH:6]=[CH:5][CH:4]=3)[C:9]=2[CH:10]=[CH:11][CH:12]=1 |f:2.3.4.5.6|. The reactants are C[Mg]Br (methylmagnesium bromide), C1=CC=CC=2C3=CC=CC=C3NC12 (carbazole), [Cl-].[Cl-].[Cl-].[Cl-].[Zr+4] (zirconium tetrachloride). Reported procedure: The procedure of Example 16 of U.S. Pat. No. 5,539,124 is followed to prepare a bis(carbazolyl) zirconium complex. This procedure uses methylmagnesium bromide to deprotonate carbazole, and combines the resulting anion with 0.5 eq. of zirconium tetrachloride in ether at −78° C. After warming to room temperature, the mixture is stripped to remove ether. Toluene is added, and the mixture is filtered to remove insoluble material. The filtrate is then stripped to yield the bis(carbazolyl) complex. Product: C1(=CC=CC=2C3=CC=CC=C3NC12)[Zr]C1=CC=CC=2C3=CC=CC=C3NC12 (Bis(carbazolyl) Zirconium). Starting materials: NC=1C(=C(C(=O)OC)C=C(C1)Cl)[N+](=O)[O-] (methyl 3-amino-5-chloro-2-nitrobenzoate), N1CCOCC1 (morpholine), C(=O)([O-])[O-].[K+].[K+] (K2CO3), O (water). The solvent is CN(C)C=O (DMF). Yields the product NC=1C(=C(C(=O)OC)C=C(C1)N1CCOCC1)[N+](=O)[O-] (methyl 3-amino-5-(4-morpholinyl)-2-nitrobenzoate). The yield is 46.3%. Reaction SMILES: [NH2:1][C:2]1[C:3]([N+:13]([O-:15])=[O:14])=[C:4]([CH:9]=[C:10](Cl)[CH:11]=1)[C:5]([O:7][CH3:8])=[O:6].[NH:16]1[CH2:21][CH2:20][O:19][CH2:18][CH2:17]1.C([O-])([O-])=O.[K+].[K+].O>CN(C=O)C>[NH2:1][C:2]1[C:3]([N+:13]([O-:15])=[O:14])=[C:4]([CH:9]=[C:10]([N:16]2[CH2:21][CH2:20][O:19][CH2:18][CH2:17]2)[CH:11]=1)[C:5]([O:7][CH3:8])=[O:6] |f:2.3.4|. Procedure details: A mixture of combined batches of methyl 3-amino-5-chloro-2-nitrobenzoate (39 g), morpholine (29.5 g) and K2CO3 (47 g) was stirred in DMF (200 ml) at 110° C. for 5 h. The mixture was cooled to room temperature and poured into water (1 L). It was extracted with EtOAc (500 mL×3). The combined organic layers were washed with brine, dried over anhydrous Na2SO4, filtered and concentrated in-vacuo to afford the desired product as a yellow solid (22 g, yield 46%). 1H NMR (300 MHz, CDCl3): δ ppm 3.31 (t,... Run at temperature 0 celsius, time 8 hour. Isolated yield 73.0%. Solvent: CO (MeOH). Procedure: A solution of 3-bromo-4,5-dimethoxybenzaldehyde 111 (5.0 g, 0.020 mol, Aldrich), (R)-1-phenylethanamine (2.6 mL, 0.020 mol, Aldrich) and ACQH (5.0 mL) in 70 mL of MeOH was stirred at room temp. for 2 hours. The solution was then cooled to 0° C. and NaBH3CN solid was added in portions. The reaction solution was then warmed up to room temp and continued to stir overnight. The mixture was concentrated in vacuo and re-dissolved in 150 mL of EtOAc. The organic solution was washed with 50 mL of satura... The reactants are [BH3-]C#N.[Na+] (NaBH3CN), BrC=1C=C(C=O)C=C(C1OC)OC (3-bromo-4,5-dimethoxybenzaldehyde), C1(=CC=CC=C1)[C@@H](C)N ((R)-1-phenylethanamine). As a reaction SMILES: [Br:1][C:2]1[CH:3]=[C:4]([CH:7]=[C:8]([O:12][CH3:13])[C:9]=1[O:10][CH3:11])[CH:5]=O.[C:14]1([C@H:20]([NH2:22])[CH3:21])[CH:19]=[CH:18][CH:17]=[CH:16][CH:15]=1.[BH3-]C#N.[Na+]>CO>[CH3:11][O:10][C:9]1[CH:8]=[CH:7][C:4]([C:2]2[CH:3]=[C:4]([CH:7]=[C:8]([O:12][CH3:13])[C:9]=2[O:10][CH3:11])[CH2:5][NH:22][C@@H:20]([C:14]2[CH:19]=[CH:18][CH:17]=[CH:16][CH:15]=2)[CH3:21])=[CH:3][CH:2]=1.[Br:1][C:2]1[CH:3]=[C:4]([CH:7]=[C:8]([O:12][CH3:13])[C:9]=1[O:10][CH3:11])[CH2:5][NH:22][C@@H:20]([C:14]1[CH:19]=[CH:18][CH:17]=[CH:16][CH:15]=1)[CH3:21] |f:2.3|. Product: COC1=CC=C(C=C1)C=1C=C(CN[C@H](C)C2=CC=CC=C2)C=C(C1OC)OC ((R)—N-(3-(4-Methoxyphenyl)-4,5-dimethoxybenzyl)-1-phenylethanamine), BrC=1C=C(CN[C@H](C)C2=CC=CC=C2)C=C(C1OC)OC ((R)—N-(3-bromo-4,5-dimethoxybenzyl)-1-phenylethanamine), solid.